Dataset: the Open Reaction Database (ORD), a public repository of structured organic reaction records. Task: describe an organic reaction: reactants, conditions, products, and yield The reactants are N[C@H](C(=O)N(C)C)CC1=CNC2=CC=CC=C12 ((S)-2-amino-3-(1H-indol-3-yl)-N,N-dimethylpropanamide), C(C)(=O)O (acetic acid), [O-]S(=O)(=O)[O-].[Na+].[Na+] (Na2SO4), sodium triacetoxyboron hydride, CN(C1(CCC(CC1)=O)C1=CC=CC=C1)C (4-(dimethylamino)-4-phenylcyclohexanone), C(=O)(O)[O-].[Na+] (NaHCO3). Run in ClCCCl (1,2-dichloroethane), O1CCCC1 (tetrahydrofuran). Run at time 15 minute. Product: CN(C1(CCC(CC1)N[C@H](C(=O)N(C)C)CC1=CNC2=CC=CC=C12)C1=CC=CC=C1)C ((S)-2-(4-(dimethylamino)-4-phenylcyclohexylamino)-3-(1H-indol-3-yl)-N,N-dimethylpropanamide). RXN SMILES: [CH3:1][N:2]([CH3:16])[C:3]1([C:10]2[CH:15]=[CH:14][CH:13]=[CH:12][CH:11]=2)[CH2:8][CH2:7][C:6](=O)[CH2:5][CH2:4]1.[NH2:17][C@@H:18]([CH2:24][C:25]1[C:33]2[C:28](=[CH:29][CH:30]=[CH:31][CH:32]=2)[NH:27][CH:26]=1)[C:19]([N:21]([CH3:23])[CH3:22])=[O:20].C(O)(=O)C.[O-]S([O-])(=O)=O.[Na+].[Na+].C([O-])(O)=O.[Na+]>ClCCCl.O1CCCC1>[CH3:1][N:2]([CH3:16])[C:3]1([C:10]2[CH:15]=[CH:14][CH:13]=[CH:12][CH:11]=2)[CH2:8][CH2:7][CH:6]([NH:17][C@@H:18]([CH2:24][C:25]2[C:33]3[C:28](=[CH:29][CH:30]=[CH:31][CH:32]=3)[NH:27][CH:26]=2)[C:19]([N:21]([CH3:23])[CH3:22])=[O:20])[CH2:5][CH2:4]1 |f:3.4.5,6.7|. Reported procedure: 4-(dimethylamino)-4-phenylcyclohexanone (1.1 g, 5.41 mmol) was dissolved in a mixture of 1,2-dichloroethane (30 ml) and tetrahydrofuran (40 ml) in argon, mixed with (S)-2-amino-3-(1H-indol-3-yl)-N,N-dimethylpropanamide (1 g, 4.3 mmol), acetic acid (0.31 ml, 5.41 mmol) and Na2SO4 (2.7 g). The mixture was stirred for 15 min at RT and then mixed with sodium triacetoxyboron hydride (1.65 g, 7.57 mmol) and stirred for 48 hours. For work up of the batch the mixture was mixed with saturated NaHCO3 solu... The reactants are O.O.O.[I-].[Li+] (lithium iodide trihydrate), COC=1C=C(C=CC1OC)CCNC(C(C)(C)C)=O (N-[β-(3,4-dimethoxyphenyl)-ethyl]-2,2-dimethylpropionamide). The solvent is C(C)(=O)OCC.O (ethyl acetate water). Run at time 6 hour. Product: OC=1C=C(C=CC1O)CCNC(C(C)(C)C)=O (N-[β-(3,4-Dihydroxyphenyl)-ethyl]-2,2-dimethylpropionamide). As a reaction SMILES: O.O.O.[I-].[Li+].C[O:7][C:8]1[CH:9]=[C:10]([CH2:16][CH2:17][NH:18][C:19](=[O:24])[C:20]([CH3:23])([CH3:22])[CH3:21])[CH:11]=[CH:12][C:13]=1[O:14]C>C(OCC)(=O)C.O>[OH:7][C:8]1[CH:9]=[C:10]([CH2:16][CH2:17][NH:18][C:19](=[O:24])[C:20]([CH3:22])([CH3:21])[CH3:23])[CH:11]=[CH:12][C:13]=1[OH:14] |f:0.1.2.3.4,6.7|. Procedure: Mix 2.2 g. of lithium iodide trihydrate and 0.53 g. of N-[β-(3,4-dimethoxyphenyl)-ethyl]-2,2-dimethylpropionamide, as prepared in Example 5, step A, heat under nitrogen to 180° and hold for 6 hours. Allow the melt to cool to room temperature, then dissolve the solid mixture by shaking with an ethyl acetate-water mixture. Separate the layers and wash the ethyl acetate layer with 2N hydrochloric acid, water, saturated aqueous sodium thiosulfate, saturated sodium bicarbonate and water in the order ...